describe an organic reaction: reactants, conditions, products, and yield From a dataset of the Open Reaction Database (ORD), a public repository of structured organic reaction records. Starting materials: BrCCOC1CCCCO1, CCOC(C)=O, [K+], [K+], O=C([O-])[O-], CN(C)C=O, O, CC(C)(C)OC(=O)N1CCC(NC(=O)c2ccc3c(c2)OCCO3)CC1c1nc2ccccc2[nH]1. Yields the product CC(C)(C)OC(=O)N1CCC(NC(=O)c2ccc3c(c2)OCCO3)CC1c1nc2ccccc2n1CCOC1CCCCO1. RXN SMILES: [Br:36][CH2:37][CH2:38][O:39][CH:40]1[O:41][CH2:42][CH2:43][CH2:44][CH2:45]1.[CH3:58][CH2:59][O:60][C:61](=[O:62])[CH3:63].[K+:46].[K+:47].[O-:48][C:49]([O-:50])=[O:51].[O:53]=[CH:54][N:55]([CH3:56])[CH3:57].[OH2:52].[nH:1]1[c:2]([CH:10]2[N:11]([C:29](=[O:30])[O:31][C:32]([CH3:33])([CH3:34])[CH3:35])[CH2:12][CH2:13][CH:14]([NH:16][C:17](=[O:18])[c:19]3[cH:20][c:21]4[c:22]([cH:27][cH:28]3)[O:23][CH2:24][CH2:25][O:26]4)[CH2:15]2)[n:3][c:4]2[c:5]1[cH:6][cH:7][cH:8][cH:9]2>>[n:1]1[c:2]([CH:10]2[N:11]([C:29](=[O:30])[O:31][C:32]([CH3:33])([CH3:34])[CH3:35])[CH2:12][CH2:13][CH:14]([NH:16][C:17](=[O:18])[c:19]3[cH:20][c:21]4[c:22]([cH:27][cH:28]3)[O:23][CH2:24][CH2:25][O:26]4)[CH2:15]2)[n:3]([CH2:37][CH2:38][O:39][CH:40]2[O:41][CH2:42][CH2:43][CH2:44][CH2:45]2)[c:4]2[c:5]1[cH:6][cH:7][cH:8][cH:9]2. The reactants are Cl.NC=1NCC(C1)(C)C (2-amino-4,4-dimethylpyrroline hydrochloride), BrBr (bromine), [OH-].[Na+] (sodium hydroxide), ClC=1SC2=C(N1)C(=CC(=C2N=C=S)F)Cl (2,4-dichloro-6-fluoro-7-isothiocyanatobenzothiazole). Solvent: ClCCl (dichloromethane), ClCCl (dichloromethane), O (water), ClCCl (dichloromethane). Conditions: temperature 2 celsius, time 3 hour. The product is ClC=1SC2=C(N1)C(=CC(=C2N=C2N1C(=NS2)CC(C1)(C)C)F)Cl (2,4-Dichloro-7-(6,6-dimethyl-3,5,6,7-tetrahydropyrrolo-[2,1-c][1,2,4]thiadiazol-3-ylidenamino)-6-fluorobenzothiazole). As a reaction SMILES: [Cl:1][C:2]1[S:3][C:4]2[C:10]([N:11]=[C:12]=[S:13])=[C:9]([F:14])[CH:8]=[C:7]([Cl:15])[C:5]=2[N:6]=1.Cl.[NH2:17][C:18]1[NH:19][CH2:20][C:21]([CH3:24])([CH3:23])[CH:22]=1.[OH-].[Na+].BrBr>ClCCl.O>[Cl:1][C:2]1[S:3][C:4]2[C:10]([N:11]=[C:12]3[S:13][N:17]=[C:18]4[CH2:22][C:21]([CH3:24])([CH3:23])[CH2:20][N:19]34)=[C:9]([F:14])[CH:8]=[C:7]([Cl:15])[C:5]=2[N:6]=1 |f:1.2,3.4|. Procedure details: A solution of 2 g 2,4-dichloro-6-fluoro-7-isothiocyanatobenzothiazole in 10 ml dichloromethane was added, dropwise, at 0° C., to a suspension of 1.1 g 2-amino-4,4-dimethylpyrroline hydrochloride in 20 ml dichloromethane. A solution of 0.3 g sodium hydroxide and 6 ml water was added, dropwise, at 2° C. to this mixture which was stirred for 3 hours, whereby the temperature rose to 20° C. The mixture was cooled to -10° C. and a solution of 1 g bromine in 10 ml dichloromethane was added, dropwise, s... Reactants: CON1C(C(CC1)Br)=O (N-methoxy-3-bromo-2-pyrrolidone), C1(=CC=CC=C1)P(C1=CC=CC=C1)C1=CC=CC=C1 (triphenylphosphine). Run in O1CCCC1 (tetrahydrofuran). Yields the product [Br-].CON1C(C(CC1)[P+](C1=CC=CC=C1)(C1=CC=CC=C1)C1=CC=CC=C1)=O ((N-methoxy-2-pyrrolidone-3-yl)triphenylphosphonium bromide). Yield: 30.6%. RXN SMILES: [CH3:1][O:2][N:3]1[CH2:7][CH2:6][CH:5]([Br:8])[C:4]1=[O:9].[C:10]1([P:16]([C:23]2[CH:28]=[CH:27][CH:26]=[CH:25][CH:24]=2)[C:17]2[CH:22]=[CH:21][CH:20]=[CH:19][CH:18]=2)[CH:15]=[CH:14][CH:13]=[CH:12][CH:11]=1>O1CCCC1>[Br-:8].[CH3:1][O:2][N:3]1[CH2:7][CH2:6][CH:5]([P+:16]([C:17]2[CH:18]=[CH:19][CH:20]=[CH:21][CH:22]=2)([C:23]2[CH:28]=[CH:27][CH:26]=[CH:25][CH:24]=2)[C:10]2[CH:11]=[CH:12][CH:13]=[CH:14][CH:15]=2)[C:4]1=[O:9] |f:3.4|. Procedure details: A mixture of 75 g of N-methoxy-3-bromo-2-pyrrolidone, 105 g of triphenylphosphine and 700 ml of tetrahydrofuran was heated and refluxed for 24 hours. After cooled, the resulting precipitates were taken with filtration and washed with tetrahydrofuran. Dried, 54 g of the title compound 5 was obtained. As a reaction SMILES: C(NC(C)C)(C)C.[Li]CCCC.[CH3:13][S:14]([C:17]1[CH:22]=[CH:21][C:20]([CH2:23][S:24]([NH:27][C:28]2[S:29][CH:30]=[CH:31][N:32]=2)(=[O:26])=[O:25])=[CH:19][CH:18]=1)(=[O:16])=[O:15].[CH:33]1([CH2:38]I)[CH2:37][CH2:36][CH2:35][CH2:34]1.Cl>C1COCC1.CN1C(=O)N(C)CCC1.CCOC(C)=O>[S:29]1[CH:30]=[CH:31][N:32]=[C:28]1[NH:27][S:24]([CH:23]([C:20]1[CH:19]=[CH:18][C:17]([S:14]([CH3:13])(=[O:16])=[O:15])=[CH:22][CH:21]=1)[CH2:38][CH:33]1[CH2:37][CH2:36][CH2:35][CH2:34]1)(=[O:25])=[O:26]. Run at temperature -78 celsius, time 15 minute. Yields the product S1C(=NC=C1)NS(=O)(=O)C(CC1CCCC1)C1=CC=C(C=C1)S(=O)(=O)C (2-cyclopentyl-1-(4-methanesulfonyl-phenyl)-ethanesulfonic acid thiazol-2-ylamide). Procedure details: To a solution of diisopropylamine (1.0 mmol, 0.10 g) in 7 mL of THF and 3 mL of DMPU at 0° C. is added n-BuLi (0.61 mL, 2.5 M in hexane) and the reaction mixture is stirred for 15 min, then cooled to −78° C. The title C compound, C-(4-methane-sulfonyl-phenyl)-N-thiazol-2-yl-methanesulfonamide (0.693 mmol, 0.23 g) is added and the reaction mixture is allowed to warm to 0° C. After 1 h, the reaction is recooled to −78° C., cyclopentylmethyliodide (0.72 mmol, 0.15 g) is added and the reaction is al... Solvent: CCOC(=O)C (EtOAc), C1CCOC1 (THF), CN1CCCN(C1=O)C (DMPU). Reactants: C(C)(C)NC(C)C (diisopropylamine), [Li]CCCC (n-BuLi), C1(CCCC1)CI (cyclopentylmethyliodide), Cl (HCl), CS(=O)(=O)C1=CC=C(C=C1)CS(=O)(=O)NC=1SC=CN1 (C-(4-methane-sulfonyl-phenyl)-N-thiazol-2-yl-methanesulfonamide). The reactants are BrC1=CC(=C(C=C1)C(C(=O)N)N1CCC2(CN(C(CO2)=O)C2CC2)CC1)F (2-(4-bromo-2-fluorophenyl)-2-(4-cyclopropyl-3-oxo-1-oxa-4,9-diazaspiro[5.5]undecan-9-yl)acetamide), CC1(OB(OC1(C)C)B1OC(C(O1)(C)C)(C)C)C (4,4,4′,4′,5,5,5′,5′-octamethyl-2,2′-bi(1,3,2-dioxaborolane)), C(C)(=O)[O-].[K+] (potassium acetate), BrC1=CC=C2C=C(C=NC2=C1)F (7-bromo-3-fluoroquinoline), C(=O)([O-])[O-].[K+].[K+] (K2CO3). The reagents and catalysts are C1=CC=C(C=C1)P([C-]2C=CC=C2)C3=CC=CC=C3.C1=CC=C(C=C1)P([C-]2C=CC=C2)C3=CC=CC=C3.Cl[Pd]Cl.[Fe+2].C(Cl)Cl (PdCl2(dppf) CH2Cl2). The solvent is O1CCOCC1 (1,4-dioxane). Reaction conditions: temperature 120 celsius, time 1 hour. Yields the product C1(CC1)N1C(COC2(C1)CCN(CC2)C(C(=O)N)C2=C(C=C(C=C2)C2=CC=C1C=C(C=NC1=C2)F)F)=O ((+)-2-(4-cyclopropyl-3-oxo-1-oxa-4,9-diazaspiro[5.5]undecan-9-yl)-2-(2-fluoro-4-(3-fluoroquinolin-7-yl)phenyl)acetamide). RXN SMILES: Br[C:2]1[CH:7]=[CH:6][C:5]([CH:8]([N:12]2[CH2:26][CH2:25][C:15]3([O:20][CH2:19][C:18](=[O:21])[N:17]([CH:22]4[CH2:24][CH2:23]4)[CH2:16]3)[CH2:14][CH2:13]2)[C:9]([NH2:11])=[O:10])=[C:4]([F:27])[CH:3]=1.CC1(C)C(C)(C)OB(B2OC(C)(C)C(C)(C)O2)O1.C([O-])(=O)C.[K+].Br[C:52]1[CH:61]=[C:60]2[C:55]([CH:56]=[C:57]([F:62])[CH:58]=[N:59]2)=[CH:54][CH:53]=1.C([O-])([O-])=O.[K+].[K+]>O1CCOCC1.C1C=CC(P(C2C=CC=CC=2)[C-]2C=CC=C2)=CC=1.C1C=CC(P(C2C=CC=CC=2)[C-]2C=CC=C2)=CC=1.Cl[Pd]Cl.[Fe+2].C(Cl)Cl>[CH:22]1([N:17]2[CH2:16][C:15]3([CH2:25][CH2:26][N:12]([CH:8]([C:5]4[CH:6]=[CH:7][C:2]([C:52]5[CH:61]=[C:60]6[C:55]([CH:56]=[C:57]([F:62])[CH:58]=[N:59]6)=[CH:54][CH:53]=5)=[CH:3][C:4]=4[F:27])[C:9]([NH2:11])=[O:10])[CH2:13][CH2:14]3)[O:20][CH2:19][C:18]2=[O:21])[CH2:24][CH2:23]1 |f:2.3,5.6.7,9.10.11.12.13|. Procedure details: To a solution of 2-(4-bromo-2-fluorophenyl)-2-(4-cyclopropyl-3-oxo-1-oxa-4,9-diazaspiro[5.5]undecan-9-yl)acetamide (110 mg, 0.25 mmol), 4,4,4′,4′,5,5,5′,5′-octamethyl-2,2′-bi(1,3,2-dioxaborolane) (63 mg, 0.25 mmol), and potassium acetate (49 mg, 0.5 mmol) in 1,4-dioxane (2.5 mL) was added PdCl2(dppf)-CH2Cl2 adduct (20.4 mg, 0.025 mmol). The reaction mixture was purged with nitrogen and then was heated at 120° C. for 4 h. The reaction mixture was cooled and 7-bromo-3-fluoroquinoline (56.5 mg, 0.2... Reactants: BrC1=NC=C(C=C1Br)C1=CC=C(C=C1)Cl (2,3-dibromo-5-(4-chlorophenyl)pyridine), BrCl (BrCl), C[Si](C)(C)C#C (trimethylsilylacetylene), BrCl (BrCl). Yields the product BrC=1C(=NC=C(C1)C1=CC=C(C=C1)Cl)C#C[Si](C)(C)C (3-bromo-5-(4-chlorophenyl)-2-trimethylsilanylethynylpyridine). Reaction SMILES: Br[C:2]1[C:7]([Br:8])=[CH:6][C:5]([C:9]2[CH:14]=[CH:13][C:12]([Cl:15])=[CH:11][CH:10]=2)=[CH:4][N:3]=1.[CH3:16][Si:17]([C:20]#[CH:21])([CH3:19])[CH3:18].BrCl>>[Br:8][C:7]1[C:2]([C:21]#[C:20][Si:17]([CH3:19])([CH3:18])[CH3:16])=[N:3][CH:4]=[C:5]([C:9]2[CH:14]=[CH:13][C:12]([Cl:15])=[CH:11][CH:10]=2)[CH:6]=1. Procedure details: The product was prepared analogously to Example 7.1b starting from 2,3-dibromo-5-(4-chlorophenyl)pyridine and trimethylsilylacetylene. Yield: 1.00 g (95% of theoretical); C16H15BrClNSi (M=364.739); calc.: molpeak (M+H)+: 364/366/368 (BrCl); found: molpeak (M+H)+: 364/366/368 (BrCl). Starting materials: C(C)N(C(=O)C1=C(C=CC(=C1)C=1C=NN(C1)CCCO)NC1=NC(=NC=C1C(F)(F)F)NC1=C(C=C(CP(OCC)(O)=O)C=C1)OC)CC (Ethyl hydrogen (4-{[4-({2-(diethylcarbamoyl)-4-[1-(3-hydroxypropyl)-1H-pyrazol-4-yl]phenyl}amino)-5-(trifluoromethyl)pyrimidin-2-yl]amino}-3-methoxybenzyl)phosphonate), FC=1C=C(CP(OCC)(OCC)=O)C=CC1NC1=NC=C(C(=N1)NC=1C(=NC(=CC1)C=1C=NN(C1)CCCCO)C(NC)=O)C(F)(F)F (diethyl (3-fluoro-4-{[4-({6-[1-(4-hydroxybutyl)-1H-pyrazol-4-yl]-2-(methylcarbamoyl)pyridin-3-yl}amino)-5-(trifluoromethyl)pyrimidin-2-yl]amino}benzyl)phosphonate), FC=1C=C(CP(OCC)(OCC)=O)C=CC1NC1=NC=C(C(=N1)NC=1C(=NC(=CC1)C=1C=NN(C1)CCCCO)C(NC)=O)C(F)(F)F (diethyl (3-fluoro-4-{[4-({6-[1-(4-hydroxybutyl)-1H-pyrazol-4-yl]-2-(methylcarbamoyl)pyridin-3-yl}amino)-5-(trifluoromethyl)pyrimidin-2-yl]amino}benzyl)phosphonate). The product is FC=1C=C(CP(OCC)(O)=O)C=CC1NC1=NC=C(C(=N1)NC=1C(=NC(=CC1)C=1C=NN(C1)CCCCO)C(NC)=O)C(F)(F)F (Ethyl hydrogen (3-fluoro-4-{[4-({6-[1-(4-hydroxybutyl)-1H-pyrazol-4-yl]-2-(methylcarbamoyl)pyridin-3-yl}amino)-5-(trifluoromethyl)pyrimidin-2-yl]amino}benzyl)phosphonate). Yield: 90.3%. Reaction SMILES: C(N(CC)C(C1C=C(C2C=NN(CCCO)C=2)C=CC=1NC1C(C(F)(F)F)=CN=C(NC2C=CC(CP(=O)(O)OCC)=CC=2OC)N=1)=O)C.[F:50][C:51]1[CH:52]=[C:53]([CH:63]=[CH:64][C:65]=1[NH:66][C:67]1[N:72]=[C:71]([NH:73][C:74]2[C:75]([C:90](=[O:93])[NH:91][CH3:92])=[N:76][C:77]([C:80]3[CH:81]=[N:82][N:83]([CH2:85][CH2:86][CH2:87][CH2:88][OH:89])[CH:84]=3)=[CH:78][CH:79]=2)[C:70]([C:94]([F:97])([F:96])[F:95])=[CH:69][N:68]=1)[CH2:54][P:55](=[O:62])([O:59]CC)[O:56][CH2:57][CH3:58]>>[F:50][C:51]1[CH:52]=[C:53]([CH:63]=[CH:64][C:65]=1[NH:66][C:67]1[N:72]=[C:71]([NH:73][C:74]2[C:75]([C:90](=[O:93])[NH:91][CH3:92])=[N:76][C:77]([C:80]3[CH:81]=[N:82][N:83]([CH2:85][CH2:86][CH2:87][CH2:88][OH:89])[CH:84]=3)=[CH:78][CH:79]=2)[C:70]([C:94]([F:97])([F:95])[F:96])=[CH:69][N:68]=1)[CH2:54][P:55](=[O:59])([OH:62])[O:56][CH2:57][CH3:58]. Reported procedure: Prepared analogously to Compound 3A using diethyl (3-fluoro-4-{[4-({6-[1-(4-hydroxybutyl)-1H-pyrazol-4-yl]-2-(methylcarbamoyl)pyridin-3-yl}amino)-5-(trifluoromethyl)pyrimidin-2-yl]amino}benzyl)phosphonate (Compound 23B, 133 mg, 191 μmol) to afford 115 mg of the title compound (90%). 1H NMR (400 MHz, CD3OD) δ=8.98-9.08 (m, 1H), 8.56 (s, 1H), 8.32 (s, 1H), 8.23 (s, 1H), 7.71 (d, J=8.8 Hz, 1H), 7.51 (t, J=7.8 Hz, 1H), 7.26 (d, J=11.9 Hz, 1H), 7.18 (d, J=8.1 Hz, 1H), 4.24 (t, J=7.1 Hz, 2H), 3.88 (qu...